This data is from the Open Reaction Database (ORD), a public repository of structured organic reaction records. The task is: describe an organic reaction: reactants, conditions, products, and yield Reactants: OC(C(C(=O)OC)=C)C (methyl 3-hydroxy-2-methylenebutanoate), BrC=1C=C(C=CC1)CC#N (2-(3-bromophenyl)acetonitrile), C(=O)(O)[O-].[Na+] (NaHCO3). Reagents/catalysts: [Br-].C(CCC)[N+](CCCC)(CCCC)CCCC (tetrabutylammonium bromide). Run in C1CCOC1 (THF). The product is C(#N)CC=1C=C(CC(C(=O)OC)C(C)=O)C=CC1 (Methyl 2-(3-(cyanomethyl)benzyl)-3-oxobutanoate). Reaction SMILES: [OH:1][CH:2]([CH3:9])[C:3](=[CH2:8])[C:4]([O:6][CH3:7])=[O:5].Br[C:11]1[CH:12]=[C:13]([CH2:17][C:18]#[N:19])[CH:14]=[CH:15][CH:16]=1.C([O-])(O)=O.[Na+]>[Br-].C([N+](CCCC)(CCCC)CCCC)CCC.C1COCC1>[C:18]([CH2:17][C:13]1[CH:12]=[C:11]([CH:16]=[CH:15][CH:14]=1)[CH2:8][CH:3]([C:2](=[O:1])[CH3:9])[C:4]([O:6][CH3:7])=[O:5])#[N:19] |f:2.3,4.5|. Reported procedure: A stirred mixture of methyl 3-hydroxy-2-methylenebutanoate (11.37 ml), 2-(3-bromophenyl)acetonitrile (22 g) PdOAc2 (3.15 g), tetrabutylammonium bromide (30.1 g) and NaHCO3 (19.64 g) in THF (40 ml) was heated at reflux for 24 h. The mixture was partitioned between ether and water, the organics separated, washed with water, dried and evaporated under reduced pressure to give the subtitle compound, 22 g. The reactants are C(C)(C)(C)OC(=O)N1CC(C1)OC1=C(C=CC(=C1)Br)C=O (3-(5-Bromo-2-formyl-phenoxy)-azetidine-1-carboxylic acid tert-butyl ester), CC1=C(C=CC=C1)B(O)O (2-methylphenylboronic acid), [O-]P(=O)([O-])[O-].[K+].[K+].[K+] (K3PO4), C1(=CC=CC=C1)C (PhCH3). The reagents and catalysts are C=1C=CC(=CC1)/C=C/C(=O)/C=C/C2=CC=CC=C2.C=1C=CC(=CC1)/C=C/C(=O)/C=C/C2=CC=CC=C2.[Pd] (Pd(dba)2), CC(C)(C)P([C-]1C=CC=C1)C(C)(C)C.C1=CC=C(C=C1)[C-]2C(=C(C(=C2C3=CC=CC=C3)C4=CC=CC=C4)C5=CC=CC=C5)C6=CC=CC=C6.[Fe+2] (QPhos). Run in CCOC(=O)C (EtOAc), hexanes, CCOC(=O)C (EtOAc). Yields the product C(C)(C)(C)OC(=O)N1CC(C1)OC=1C=C(C=CC1C=O)C1=C(C=CC=C1)C (3-(4-Formyl-2′-methyl-biphenyl-3-yloxy)-azetidine-1-carboxylic acid tert-butyl ester). Isolated yield 99.1%. As a reaction SMILES: [C:1]([O:5][C:6]([N:8]1[CH2:11][CH:10]([O:12][C:13]2[CH:18]=[C:17](Br)[CH:16]=[CH:15][C:14]=2[CH:20]=[O:21])[CH2:9]1)=[O:7])([CH3:4])([CH3:3])[CH3:2].[CH3:22][C:23]1[CH:28]=[CH:27][CH:26]=[CH:25][C:24]=1B(O)O.[O-]P([O-])([O-])=O.[K+].[K+].[K+].C1(C)C=CC=CC=1>CCOC(C)=O.C1C=CC(/C=C/C(/C=C/C2C=CC=CC=2)=O)=CC=1.C1C=CC(/C=C/C(/C=C/C2C=CC=CC=2)=O)=CC=1.[Pd].CC(P(C(C)(C)C)[C-]1C=CC=C1)(C)C.C1C=CC([C-]2C(C3C=CC=CC=3)=C(C3C=CC=CC=3)C(C3C=CC=CC=3)=C2C2C=CC=CC=2)=CC=1.[Fe+2]>[C:1]([O:5][C:6]([N:8]1[CH2:11][CH:10]([O:12][C:13]2[CH:18]=[C:17]([C:24]3[CH:25]=[CH:26][CH:27]=[CH:28][C:23]=3[CH3:22])[CH:16]=[CH:15][C:14]=2[CH:20]=[O:21])[CH2:9]1)=[O:7])([CH3:4])([CH3:3])[CH3:2] |f:2.3.4.5,8.9.10,11.12.13|. Procedure details: To 3-(5-Bromo-2-formyl-phenoxy)-azetidine-1-carboxylic acid tert-butyl ester (1.4 g, 3.9 mmol), 2-methylphenylboronic acid (0.55 g, 4.1 mmol), K3PO4 (2.5 g, 11.7 mmol), Pd(dba)2 (0.046 g, 0.080 mmol) and QPhos (0.114 g, 0.160 mmol) was added PhCH3 (16 mL). After 18 h at rt the reaction was diluted with EtOAc and filtered through a small silica pad. Silica gel chromatography (10-40% EtOAc in hexanes) gave 1.42 g (98% yield) of the title compound. 1H NMR (CDCl3): 7.26-7.18 (m, 4H), 6.94 (d, J=8.3 ... The reactants are CCOCc1nc2cnc3cc(OCc4ccccc4)ccc3c2n1CC(C)(C)NS(C)(=O)=O, CCO. The product is CCOCc1nc2cnc3cc(O)ccc3c2n1CC(C)(C)NS(C)(=O)=O. Reaction SMILES: [CH2:1]([c:2]1[cH:3][cH:4][cH:5][cH:6][cH:7]1)[O:8][c:9]1[cH:10][cH:11][c:12]2[c:13]3[c:14]([cH:15][n:16][c:17]2[cH:18]1)[n:19][c:20]([CH2:31][O:32][CH2:33][CH3:34])[n:21]3[CH2:22][C:23]([CH3:24])([CH3:25])[NH:26][S:27](=[O:28])(=[O:29])[CH3:30].[CH3:35][CH2:36][OH:37]>>[OH:8][c:9]1[cH:10][cH:11][c:12]2[c:13]3[c:14]([cH:15][n:16][c:17]2[cH:18]1)[n:19][c:20]([CH2:31][O:32][CH2:33][CH3:34])[n:21]3[CH2:22][C:23]([CH3:24])([CH3:25])[NH:26][S:27](=[O:28])(=[O:29])[CH3:30]. The reactants are BrC=1SC2=C(N1)C=C(C(=C2OS(=O)(=O)C(F)(F)F)C(C(=O)OCC)O)C (ethyl 2-(2-bromo-5-methyl-7-(trifluoromethylsulfonyloxy)benzo[d]thiazol-6-yl)-2-hydroxyacetate), CC(=O)OI1(C=2C=CC=CC2C(=O)O1)(OC(=O)C)OC(=O)C (Dess-Martin periodinane), O (water), [O-]S(=O)S(=O)[O-].[Na+].[Na+] (Na2S2O4). Run in C(Cl)Cl (CH2Cl2). Conditions: time 30 minute. The product is BrC=1SC2=C(N1)C=C(C(=C2OS(=O)(=O)C(F)(F)F)C(C(=O)OCC)=O)C (ethyl 2-(2-bromo-5-methyl-7-(trifluoromethylsulfonyloxy)benzo[d]thiazol-6-yl)-2-oxoacetate). Isolated yield 84.8%. RXN SMILES: [Br:1][C:2]1[S:3][C:4]2[C:10]([O:11][S:12]([C:15]([F:18])([F:17])[F:16])(=[O:14])=[O:13])=[C:9]([CH:19]([OH:25])[C:20]([O:22][CH2:23][CH3:24])=[O:21])[C:8]([CH3:26])=[CH:7][C:5]=2[N:6]=1.CC(OI1(OC(C)=O)(OC(C)=O)OC(=O)C2C=CC=CC1=2)=O.O.[O-]S(S([O-])=O)=O.[Na+].[Na+]>C(Cl)Cl>[Br:1][C:2]1[S:3][C:4]2[C:10]([O:11][S:12]([C:15]([F:18])([F:17])[F:16])(=[O:14])=[O:13])=[C:9]([C:19](=[O:25])[C:20]([O:22][CH2:23][CH3:24])=[O:21])[C:8]([CH3:26])=[CH:7][C:5]=2[N:6]=1 |f:3.4.5|. Procedure details: To a solution of 29 (9.85 g, 20.6 mmol) in CH2Cl2 (100 mL) was added Dess-Martin periodinane (9.61 g, 22.6 mmol). After 30 min, water (75 mL) and saturated Na2S2O4 solution (75 mL) was added. The mixture was stirred vigorously for 30 min. The layers were separated, and the aqueous layer was extracted with CH2Cl2. The combined organic layers were dried, filtered, and concentrated in vacuo. The crude material was purified by column chromatography to give 8.32 g of 30. 1H-NMR: 400 MHz, (CDCl3) δ: 7... Reactants: B(Br)(Br)Br (boron tribromide), COC=1C=C(C=CC1OC)C=CC1=NC(=NO1)CCCCC (5-[2-(3,4-Dimethoxy-phenyl)-vinyl]-3-pentyl-[1,2,4]oxadiazole), COC=1C=C(C=CC1OC)C=CC1=NC(=NO1)CCCCC (5-[2-(3,4-Dimethoxy-phenyl)-vinyl]-3-pentyl-[1,2,4]oxadiazole). Solvent: ClCCl (dichloromethane), ClCCl (dichloromethane). Run at temperature -42.5 celsius, time 37.5 minute. Product: C(CCCC)C1=NOC(=N1)C=CC=1C=C(C(=CC1)O)O (4-[2-(3-Pentyl-[1,2,4]oxadiazol-5-yl)-vinyl]-benzene-1,2-diol). RXN SMILES: B(Br)(Br)Br.C[O:6][C:7]1[CH:8]=[C:9]([CH:15]=[CH:16][C:17]2[O:21][N:20]=[C:19]([CH2:22][CH2:23][CH2:24][CH2:25][CH3:26])[N:18]=2)[CH:10]=[CH:11][C:12]=1[O:13]C>ClCCl>[CH2:22]([C:19]1[N:18]=[C:17]([CH:16]=[CH:15][C:9]2[CH:8]=[C:7]([OH:6])[C:12]([OH:13])=[CH:11][CH:10]=2)[O:21][N:20]=1)[CH2:23][CH2:24][CH2:25][CH3:26]. Reported procedure: To a cooled solution of 1M boron tribromide (1.52 mL, 1.5 mmol) in 2 mL dichloromethane, 0.2 g (0.6 mmol) of 5-[2-(3,4-dimethoxy-phenyl)-vinyl]-3-pentyl-[1,2,4]oxadiazole (compound of Example 39) dissolved in 1 mL of dichloromethane was added over a period of 15-20 min at −40° C. to −45° C. The reaction mixture was stirred at −40 to −45° C. for 30-45 min and allowed to attain 25° C. to 30° C. slowly, over a period of 1 h. The reaction mixture was further stirred at 25° C. to 30° C. for 4-5 h. Af... The reactants are FC(S(=O)CC(=O)O)(F)F (trifluoromethylsulfinylacetic acid), C1(CCCCC1)N=C=NC1CCCCC1 (dicyclohexylcarbodiimide), NC1[C@@H]2N(C(=CCS2)C(=O)OC(C2=CC=CC=C2)C2=CC=CC=C2)C1=O (benzhydryl 7-amino-3-cephem-4-carboxylate). The solvent is O1CCCC1 (tetrahydrofuran). The product is FC(S(=O)CC(=O)NC1[C@@H]2N(C(=CCS2)C(=O)O)C1=O)(F)F (7-Trifluoromethylsulfinylacetamido-3-cephem-4-carboxylic acid). RXN SMILES: [NH2:1][CH:2]1[C:25](=[O:26])[N:4]2[C:5]([C:9]([O:11]C(C3C=CC=CC=3)C3C=CC=CC=3)=[O:10])=[CH:6][CH2:7][S:8][C@H:3]12.[F:27][C:28]([F:36])([F:35])[S:29]([CH2:31][C:32](O)=[O:33])=[O:30].C1(N=C=NC2CCCCC2)CCCCC1>O1CCCC1>[F:27][C:28]([F:36])([F:35])[S:29]([CH2:31][C:32]([NH:1][CH:2]1[C:25](=[O:26])[N:4]2[C:5]([C:9]([OH:11])=[O:10])=[CH:6][CH2:7][S:8][C@H:3]12)=[O:33])=[O:30]. Procedure: A solution of 0.78 g (2 mmol) of benzhydryl 7-amino-3-cephem-4-carboxylate (South African Pat. No. 71/06719), 0.35 g (2 mmol) of trifluoromethylsulfinylacetic acid and 0.4 g (2 mmol) of dicyclohexylcarbodiimide in dry tetrahydrofuran (15 ml) is stirred at room temperature overnight. The precipitate is collected and washed with tetrahydrofuran and the combined filtrate and washings are evaporated in vacuo. The residue is treated with a cold solution of trifluoroacetic acid (10 ml) and anisole (0.... Reactants: ClC=1C=C(C=CC1Cl)[C@@H]1CN(CCO[C@H]1[C@H](CO)O)C(=O)OC(C)(C)C (tert-butyl (6R,7R)-6-(3,4-dichlorophenyl)-7-[(1S)-1,2-dihydroxyethyl]-1,4-oxazepane-4-carboxylate), Cl.C(C)O (hydrogen chloride ethanol). Run in C(C)O (ethanol). Run at time 15 minute. Product: Cl.ClC=1C=C(C=CC1Cl)[C@@H]1CNCCO[C@H]1[C@H](CO)O ((1S)-1-[(6R,7R)-6-(3,4-dichlorophenyl)-1,4-oxazepan-7-yl]ethane-1,2-diol monohydrochloride). The yield is 179.2%. Reaction SMILES: [Cl:1][C:2]1[CH:3]=[C:4]([C@H:9]2[C@H:15]([C@@H:16]([OH:19])[CH2:17][OH:18])[O:14][CH2:13][CH2:12][N:11](C(OC(C)(C)C)=O)[CH2:10]2)[CH:5]=[CH:6][C:7]=1[Cl:8].Cl.C(O)C>C(O)C>[ClH:1].[Cl:1][C:2]1[CH:3]=[C:4]([C@H:9]2[C@H:15]([C@@H:16]([OH:19])[CH2:17][OH:18])[O:14][CH2:13][CH2:12][NH:11][CH2:10]2)[CH:5]=[CH:6][C:7]=1[Cl:8] |f:1.2,4.5|. Procedure: To a solution of tert-butyl (6R,7R)-6-(3,4-dichlorophenyl)-7-[(1S)-1,2-dihydroxyethyl]-1,4-oxazepane-4-carboxylate (450 mg) in ethanol (8 mL) was added 12 mol/kg hydrogen chloride-ethanol solution (8 mL), and the mixture was stirred at room temperature for 15 min. The solvent was evaporated under reduced pressure, and the residue was crystallized from water-ethanol-diethyl ether to give the title compound (340 mg) as colorless crystals. Reactants: Oc1ccc2cc(Br)ccc2c1Cl, N#CCBr, O=C([O-])[O-], CC(C)=O, [Cs+], [Cs+]. The product is N#CCOc1ccc2cc(Br)ccc2c1Cl. Reaction SMILES: [Br:1][c:2]1[cH:3][c:4]2[cH:5][cH:6][c:7]([OH:13])[c:8]([Cl:12])[c:9]2[cH:10][cH:11]1.[Br:20][CH2:21][C:22]#[N:23].[C:14](=[O:15])([O-:16])[O-:17].[CH3:24][C:25](=[O:26])[CH3:27].[Cs+:18].[Cs+:19]>>[Br:1][c:2]1[cH:3][c:4]2[cH:5][cH:6][c:7]([O:13][CH2:21][C:22]#[N:23])[c:8]([Cl:12])[c:9]2[cH:10][cH:11]1. Product: ClC1=CC(=C(S1)S(N)(=O)=O)NC(=O)C=1C(N(N=C(C1O)C=1SC=CC1)CCC(C)C)=O (5-Hydroxy-2-(3-methyl-butyl)-3-oxo-6-thiophen-2-yl-2,3-dihydro-pyridazine-4-carboxylic acid (5-chloro-2-sulfamoyl-thiophen-3-yl)-amide). The reactants are C(C)OC(=O)C=1C(N(N=C(C1O)C=1SC=CC1)CCC(C)C)=O (5-Hydroxy-2-(3-methyl-butyl)-3-oxo-6-thiophen-2-yl-2,3-dihydro-pyridazine-4-carboxylic acid ethyl ester), NC1=C(SC(=C1)Cl)S(=O)(=O)N (3-Amino-5-chloro-thiophene-2-sulfonic acid amide). RXN SMILES: C(O[C:4]([C:6]1[C:7](=[O:23])[N:8]([CH2:18][CH2:19][CH:20]([CH3:22])[CH3:21])[N:9]=[C:10]([C:13]2[S:14][CH:15]=[CH:16][CH:17]=2)[C:11]=1[OH:12])=[O:5])C.[NH2:24][C:25]1[CH:29]=[C:28]([Cl:30])[S:27][C:26]=1[S:31]([NH2:34])(=[O:33])=[O:32]>>[Cl:30][C:28]1[S:27][C:26]([S:31](=[O:33])(=[O:32])[NH2:34])=[C:25]([NH:24][C:4]([C:6]2[C:7](=[O:23])[N:8]([CH2:18][CH2:19][CH:20]([CH3:21])[CH3:22])[N:9]=[C:10]([C:13]3[S:14][CH:15]=[CH:16][CH:17]=3)[C:11]=2[OH:12])=[O:5])[CH:29]=1. Conditions: temperature 160 celsius, time 10 minute. Reported procedure: The ester (13a) made by Method 4 (86 mg, 0.26 mmol) and 3-Amino-5-chloro-thiophene-2-sulfonic acid amide (14b) (54 mg, 0.26 mmol) were mixed in a reaction vial and stirred in a preheated oil-bath at 160° C. for 10 mins to give the corresponding 5-hydroxy-2-(3-methyl-butyl)-3-oxo-6-thiophen-2-yl-2,3-dihydro-pyridazine-4-carboxylic acid (5-chloro-2-sulfamoyl-thiophen-3-yl)-amide (15a) as a dark yellow solid which was used directly in next step without further purification. LC-MS (ESI+): m/e=503.09...